This data is from the Open Reaction Database (ORD), a public repository of structured organic reaction records. The task is: describe an organic reaction: reactants, conditions, products, and yield Reactants: Cl (HCl), CO (methanol), CO (methanol), S1C(=CC=C1)NCC(=O)O (2-thienylaminoacetic acid), Cl (hydrochloric acid). Reaction conditions: temperature 50 celsius. The product is Cl.S1C(=CC=C1)NCC(=O)OC (Methyl 2-thienylaminoacetate HCl). Reaction SMILES: [ClH:1].[S:2]1[CH:6]=[CH:5][CH:4]=[C:3]1[NH:7][CH2:8][C:9]([OH:11])=[O:10].[CH3:12]O>>[ClH:1].[S:2]1[CH:6]=[CH:5][CH:4]=[C:3]1[NH:7][CH2:8][C:9]([O:11][CH3:12])=[O:10] |f:3.4|. Procedure: Gaseous HCl is passed into a solution of 6.8 g of 2-thienylaminoacetic acid in 70 ml of methanol, and the mixture is heated at 50° C. for 6 h. The excess methanol and hydrochloric acid are stripped off in vacuo, and the solid residue is washed with methanol and dried in vacuo. Starting materials: C(C)(C)(C)OC(NCCCCCCCCCCCC(NCCCN(C)C)=O)=O ([11-(3-Dimethylaminopropylcarbamoyl)undecyl]carbamic acid tert-butyl ester), Cl (HCl). Conditions: time 14 hour. Yields the product Cl.Cl.CN(CCCNC(CCCCCCCCCCCN)=O)C (12-Aminododecanoic acid (3-dimethylaminopropyl)amide dihydrochloride). As a reaction SMILES: C(OC(=O)[NH:7][CH2:8][CH2:9][CH2:10][CH2:11][CH2:12][CH2:13][CH2:14][CH2:15][CH2:16][CH2:17][CH2:18][C:19](=[O:27])[NH:20][CH2:21][CH2:22][CH2:23][N:24]([CH3:26])[CH3:25])(C)(C)C.[ClH:29]>>[ClH:29].[ClH:29].[CH3:26][N:24]([CH3:25])[CH2:23][CH2:22][CH2:21][NH:20][C:19](=[O:27])[CH2:18][CH2:17][CH2:16][CH2:15][CH2:14][CH2:13][CH2:12][CH2:11][CH2:10][CH2:9][CH2:8][NH2:7] |f:2.3.4|. Procedure: [11-(3-Dimethylaminopropylcarbamoyl)undecyl]carbamic acid tert-butyl ester (4) (0.087 g, 0.22 mmol) was treated with HCl (4 M in dioxane, 2 mL, 8 mmol) and the mixture stirred at room temperature for 14 hours. The reaction was then concentrated in vacuo and further dried under high vacuum. The resulting white solid (0.081 g, 99%) was used directly without further purification. m/z (ESI) 300 [C17H37N3O+H]+. Reactants: CC(CC#N)CC\C=C(\CCC=C(C)C)/C ((E)-3,7,11-Trimethyl-6,10-dodecadienonitrile), Cl (hydrochloric acid), [OH-].[K+] (potassium hydroxide), C(C(C)O)O (propylene glycol). The solvent is O (water). Yields the product CC(CC(=O)O)CC\C=C(\CCC=C(C)C)/C ((E)-3,7,11-Trimethyl-6,10-dodecadienoic acid). As a reaction SMILES: [CH3:1][CH:2]([CH2:6][CH2:7]/[CH:8]=[C:9](\[CH3:16])/[CH2:10][CH2:11][CH:12]=[C:13]([CH3:15])[CH3:14])[CH2:3][C:4]#N.[OH-:17].[K+].C(O)C([OH:22])C.Cl>O>[CH3:1][CH:2]([CH2:6][CH2:7]/[CH:8]=[C:9](\[CH3:16])/[CH2:10][CH2:11][CH:12]=[C:13]([CH3:15])[CH3:14])[CH2:3][C:4]([OH:22])=[O:17] |f:1.2|. Procedure: To 40 g. of the product obtained in the above (b) step, there were added 35 g. of potassium hydroxide, 15 ml. of water and 80 ml. of propylene glycol, and the mixture was stirred at 130° C. for 7 hours. The reaction mixture was then made acidic by addition of hydrochloric acid, and was then extracted with n-hexane. The extract was washed with water and dried, and the solvent was removed by evaporation. The residue was purified by silica gel column chromatography to obtain 36 g. of the desired oi... Reaction SMILES: [CH3:1][O:2][C:3]1[CH:52]=[CH:51][CH:50]=[CH:49][C:4]=1[CH2:5][O:6][CH2:7][CH2:8][CH2:9][O:10][C:11]1[CH:16]=[CH:15][C:14]([CH:17]2[CH2:22][CH2:21][N:20]([C:23]([O:25][CH2:26][C:27]3[CH:32]=[CH:31][CH:30]=[CH:29][CH:28]=3)=[O:24])[CH2:19][CH:18]2[O:33][CH2:34][CH2:35][O:36][C:37]2[CH:42]=[CH:41][CH:40]=[CH:39][C:38]=2[CH2:43][CH2:44][C:45]([O:47]C)=[O:46])=[CH:13][CH:12]=1.[OH-].[Na+].Cl>O1CCOCC1.[Cl-].[Na+].O>[C:45]([CH2:44][CH2:43][C:38]1[CH:39]=[CH:40][CH:41]=[CH:42][C:37]=1[O:36][CH2:35][CH2:34][O:33][CH:18]1[CH:17]([C:14]2[CH:13]=[CH:12][C:11]([O:10][CH2:9][CH2:8][CH2:7][O:6][CH2:5][C:4]3[CH:49]=[CH:50][CH:51]=[CH:52][C:3]=3[O:2][CH3:1])=[CH:16][CH:15]=2)[CH2:22][CH2:21][N:20]([C:23]([O:25][CH2:26][C:27]2[CH:32]=[CH:31][CH:30]=[CH:29][CH:28]=2)=[O:24])[CH2:19]1)([OH:47])=[O:46] |f:1.2,5.6.7|. Run in O1CCOCC1 (dioxane), [Cl-].[Na+].O (brine). Product: C(=O)(O)CCC1=C(OCCOC2CN(CCC2C2=CC=C(C=C2)OCCCOCC2=C(C=CC=C2)OC)C(=O)OCC2=CC=CC=C2)C=CC=C1 (Benzyl 3-{2-[2-(2-carboxyethyl)phenoxy]ethoxy}-4-{4-[3-(2-methoxybenzyloxy)propoxy]phenyl}piperidine-1-carboxylate). Reaction conditions: temperature 80 celsius, time 3 hour. Procedure details: A solution of 0.16 g of benzyl 4-{4-[3-(2-methoxybenzyloxy)propoxy]phenyl}-3-{2-[2-(2-methoxycarbonylethyl)phenoxy]ethoxy}piperidine-1-carboxylate in 4 ml of dioxane is admixed with 0.4 ml of 2N NaOH and stirred at 80° C. over 3 hours. The reaction mixture is cooled to room temperature and acidified to pH 6 with 1N HCl. The solution is admixed with brine and extracted with ethyl acetate (2×). The combined organic phases are dried over sodium sulphate and concentrated by evaporation. The crude ti... Starting materials: COC1=C(COCCCOC2=CC=C(C=C2)C2C(CN(CC2)C(=O)OCC2=CC=CC=C2)OCCOC2=C(C=CC=C2)CCC(=O)OC)C=CC=C1 (benzyl 4-{4-[3-(2-methoxybenzyloxy)propoxy]phenyl}-3-{2-[2-(2-methoxycarbonylethyl)phenoxy]ethoxy}piperidine-1-carboxylate), [OH-].[Na+] (NaOH), Cl (HCl).